This data is from the Open Reaction Database (ORD), a public repository of structured organic reaction records. The task is: describe an organic reaction: reactants, conditions, products, and yield Product: ClC=1C=C(C=CC1OC(C)C)C1=NN=C(S1)C=1C(=C(C=O)C=CC1)CC (3-(5-{3-chloro-4-[(1-methylethyl)oxy]phenyl}-1,3,4-thiadiazol-2-yl)-2-ethylbenzaldehyde). Yield: 28.3%. The reactants are BrC=1SC(=NN1)C1=CC(=C(C=C1)OC(C)C)Cl (2-bromo-5-{3-chloro-4-[(1-methylethyl)oxy]phenyl}-1,3,4-thiadiazole), C(C)C1=C(C=O)C=CC=C1B1OC(C(O1)(C)C)(C)C (2-ethyl-3-(4,4,5,5-tetramethyl-1,3,2-dioxaborolan-2-yl)benzaldehyde), P(=O)([O-])([O-])[O-].[K+].[K+].[K+] (tripotassium phosphate), O (Water). Reaction SMILES: Br[C:2]1[S:3][C:4]([C:7]2[CH:12]=[CH:11][C:10]([O:13][CH:14]([CH3:16])[CH3:15])=[C:9]([Cl:17])[CH:8]=2)=[N:5][N:6]=1.[CH2:18]([C:20]1[C:27](B2OC(C)(C)C(C)(C)O2)=[CH:26][CH:25]=[CH:24][C:21]=1[CH:22]=[O:23])[CH3:19].P([O-])([O-])([O-])=O.[K+].[K+].[K+].O>CN(C)C=O.C1C=CC([P]([Pd]([P](C2C=CC=CC=2)(C2C=CC=CC=2)C2C=CC=CC=2)([P](C2C=CC=CC=2)(C2C=CC=CC=2)C2C=CC=CC=2)[P](C2C=CC=CC=2)(C2C=CC=CC=2)C2C=CC=CC=2)(C2C=CC=CC=2)C2C=CC=CC=2)=CC=1>[Cl:17][C:9]1[CH:8]=[C:7]([C:4]2[S:3][C:2]([C:27]3[C:20]([CH2:18][CH3:19])=[C:21]([CH:24]=[CH:25][CH:26]=3)[CH:22]=[O:23])=[N:6][N:5]=2)[CH:12]=[CH:11][C:10]=1[O:13][CH:14]([CH3:16])[CH3:15] |f:2.3.4.5,^1:54,56,75,94|. The solvent is CN(C=O)C (N,N-dimethylformamide), C=1C=CC(=CC1)[P](C=2C=CC=CC2)(C=3C=CC=CC3)[Pd]([P](C=4C=CC=CC4)(C=5C=CC=CC5)C=6C=CC=CC6)([P](C=7C=CC=CC7)(C=8C=CC=CC8)C=9C=CC=CC9)[P](C=1C=CC=CC1)(C=1C=CC=CC1)C=1C=CC=CC1 (Pd(Ph3P)4). Reported procedure: To a suspension of 2-bromo-5-{3-chloro-4-[(1-methylethyl)oxy]phenyl}-1,3,4-thiadiazole (D10) (0.5 g), 2-ethyl-3-(4,4,5,5-tetramethyl-1,3,2-dioxaborolan-2-yl)benzaldehyde (D5) (0.468 g) and tripotassium phosphate (0.795 g) in N,N-dimethylformamide (DMF) (10 mL) and Pd(Ph3P)4 (0.173 g). The reaction mixture was degassed and then the reaction vial was sealed and heated under microwave at 130° C. for 10 min. Water was then added to the reaction mixture. The mixture was extracted with EA. The combine... Run at temperature 130 celsius. Reactants: [Si](C)(C)(C(C)(C)C)Cl (t-butyl dimethylsilyl chloride), NC1=NC(=NC(=C1CCO)O)SCC1=CC2=CC=CC=C2C=C1 (2-(4-amino-6-hydroxy-2-[2-naphthylmethyl]thio-5-pyrimidinyl)-ethanol), C(Cl)Cl (methylene chloride). Solvent: N1=CC=CC=C1 (pyridine). Reaction conditions: temperature 0 celsius, time 2 hour. Product: NC1=NC(=NC(=C1CCO[Si](C(C)(C)C)(C)C)O)SCC1=CC2=CC=CC=C2C=C1 (2-(4-amino-6-hydroxy-2-(2-naphthylmethyl)thio-5-pyrimidinyl)-1-(dimethyl-tert-butylsilyloxy)ethane). Reaction SMILES: [NH2:1][C:2]1[C:7]([CH2:8][CH2:9][OH:10])=[C:6]([OH:11])[N:5]=[C:4]([S:12][CH2:13][C:14]2[CH:23]=[CH:22][C:21]3[C:16](=[CH:17][CH:18]=[CH:19][CH:20]=3)[CH:15]=2)[N:3]=1.[Si:24](Cl)([C:27]([CH3:30])([CH3:29])[CH3:28])([CH3:26])[CH3:25].C(Cl)Cl>N1C=CC=CC=1>[NH2:1][C:2]1[C:7]([CH2:8][CH2:9][O:10][Si:24]([CH3:26])([CH3:25])[C:27]([CH3:30])([CH3:29])[CH3:28])=[C:6]([OH:11])[N:5]=[C:4]([S:12][CH2:13][C:14]2[CH:23]=[CH:22][C:21]3[C:16](=[CH:17][CH:18]=[CH:19][CH:20]=3)[CH:15]=2)[N:3]=1. Procedure details: 2-(4-amino-6-hydroxy-2-[2-naphthylmethyl]thio-5-pyrimidinyl)-ethanol (Cpd #279; 106 mg, 0.32 mmol) is dissolved in pyridine (0.64 ml) and the solution is cooled to 0° C. then treated with t-butyl dimethylsilyl chloride (0.058 g, 0.39 mmol). The solution is stirred at 0° C. for 2 hours and two new spots developed in the mixture. The reaction mixture is poured into methylene chloride and washed 3× with 1 M HCl, 10% HCl, 3× H2O, 2× 6% NaHCO3, dried with MgSO4, then concentrated in vacuo. The crude ... Procedure: To a solution of N,N-diethyl (E)-3-{4-(2,6-difluorobenzyloxy)-3-[3-(tetrahydropyran-2-yloxy)-propoxy]-phenyl}-2-butenamide (3.53 g, 6.83 mmol) in methanol (72 mL) is added IN HCl (39.0 mL), and the resulting mixture is stirred for 1 hour. After this time, the solution is concentrated to 40 mL in vacuo, and the residue is extracted with EtOAc (2×75 mL). The combined organic phase is washed with water (1×100 mL) and brine (1×100 mL), dried over MgSO4, and concentrated in vacuo to yield N,N-diethyl... Reaction SMILES: [CH2:1]([N:3]([CH2:36][CH3:37])[C:4](=[O:35])/[CH:5]=[C:6](/[C:8]1[CH:13]=[CH:12][C:11]([O:14][CH2:15][C:16]2[C:21]([F:22])=[CH:20][CH:19]=[CH:18][C:17]=2[F:23])=[C:10]([O:24][CH2:25][CH2:26][CH2:27][O:28]C2CCCCO2)[CH:9]=1)\[CH3:7])[CH3:2]>CO.Cl>[CH2:36]([N:3]([CH2:1][CH3:2])[C:4](=[O:35])/[CH:5]=[C:6](/[C:8]1[CH:13]=[CH:12][C:11]([O:14][CH2:15][C:16]2[C:17]([F:23])=[CH:18][CH:19]=[CH:20][C:21]=2[F:22])=[C:10]([O:24][CH2:25][CH2:26][CH2:27][OH:28])[CH:9]=1)\[CH3:7])[CH3:37]. Product: C(C)N(C(\C=C(/C)\C1=CC(=C(C=C1)OCC1=C(C=CC=C1F)F)OCCCO)=O)CC (N,N-diethyl (E)-3-[4-(2,6-difluorobenzyloxy)-3-(3-hydroxypropoxy)-phenyl]-2-butenamide). Reactants: C(C)N(C(\C=C(/C)\C1=CC(=C(C=C1)OCC1=C(C=CC=C1F)F)OCCCOC1OCCCC1)=O)CC (N,N-diethyl (E)-3-{4-(2,6-difluorobenzyloxy)-3-[3-(tetrahydropyran-2-yloxy)-propoxy]-phenyl}-2-butenamide). Run at time 1 hour. The solvent is CO (methanol), Cl (HCl). The reactants are C(CC)NC1=NC(=NC=C1C(=O)O)NCCC1=CC=NC=C1 (4-(propylamino)-2-((2-(pyridin-4-yl)ethyl)amino)pyrimidine-5-carboxylic acid), Cl.C(C)N=C=NCCCN(C)C (1-ethyl-3-(3-dimethylaminopropyl)carbodiimide hydrochloride), O.ON1N=NC2=C1C=CC=C2 (1-hydroxybenzotriazole monohydrate), C(C)(C)N(C(C)C)CC (N,N-diisopropylethylamine), C(=O)(OC(C)(C)C)NCCCN (N-Boc-1,3-propanediamine), C(O)([O-])=O.[Na+] (sodium hydrogencarbonate). The solvent is CN(C=O)C (N,N-dimethylformamide), C(C)(=O)OCC (ethyl acetate). Reaction conditions: temperature 40 celsius, time 2 hour. The product is C(CC)NC1=NC(=NC=C1C(=O)NCCCNC(OC(C)(C)C)=O)NCCC1=CC=NC=C1 (tert-butyl (3-(4-(propylamino)-2-((2-(pyridin-4-yl)ethyl)amino)pyrimidine-5-carboxamido)propyl)carbamate). The yield is 70.1%. Reaction SMILES: [CH2:1]([NH:4][C:5]1[C:10]([C:11]([OH:13])=O)=[CH:9][N:8]=[C:7]([NH:14][CH2:15][CH2:16][C:17]2[CH:22]=[CH:21][N:20]=[CH:19][CH:18]=2)[N:6]=1)[CH2:2][CH3:3].Cl.C(N=C=NCCCN(C)C)C.O.ON1C2C=CC=CC=2N=N1.C(N(CC)C(C)C)(C)C.[C:55]([NH:62][CH2:63][CH2:64][CH2:65][NH2:66])([O:57][C:58]([CH3:61])([CH3:60])[CH3:59])=[O:56].C(=O)([O-])O.[Na+]>C(OCC)(=O)C.CN(C)C=O>[CH2:1]([NH:4][C:5]1[C:10]([C:11]([NH:66][CH2:65][CH2:64][CH2:63][NH:62][C:55](=[O:56])[O:57][C:58]([CH3:60])([CH3:59])[CH3:61])=[O:13])=[CH:9][N:8]=[C:7]([NH:14][CH2:15][CH2:16][C:17]2[CH:22]=[CH:21][N:20]=[CH:19][CH:18]=2)[N:6]=1)[CH2:2][CH3:3] |f:1.2,3.4,7.8|. Reported procedure: To 4-(propylamino)-2-((2-(pyridin-4-yl)ethyl)amino)pyrimidine-5-carboxylic acid (A3, 452 mg), 1-ethyl-3-(3-dimethylaminopropyl)carbodiimide hydrochloride (575 mg) and 1-hydroxybenzotriazole monohydrate (405 mg), N,N-dimethylformamide (10 mL) was added at room temperature, and the mixture was stirred at 40° C. for 2 hours. The reaction mixture was cooled to room temperature, then N,N-diisopropylethylamine (765 μL) and N-Boc-1,3-propanediamine (330 mg) were added to the mixture, and the mixture wa... The product is COC(=O)CCc1conc1-c1ccc(Cl)cc1. RXN SMILES: [CH3:23][OH:24].[Cl:1][c:2]1[cH:3][cH:4][c:5](-[c:8]2[n:9][o:10][cH:11][c:12]2[CH2:13][CH2:14][C:15](=[O:16])[OH:17])[cH:6][cH:7]1.[S:18](=[O:19])(=[O:20])([OH:21])[OH:22]>>[Cl:1][c:2]1[cH:3][cH:4][c:5](-[c:8]2[n:9][o:10][cH:11][c:12]2[CH2:13][CH2:14][C:15](=[O:16])[O:17][CH3:23])[cH:6][cH:7]1. The reactants are CO, O=C(O)CCc1conc1-c1ccc(Cl)cc1, O=S(=O)(O)O. The reactants are COC1OC(CC1)OC (2,5-dimethoxytetrahydrofuran), C(C)(C)NC(C)C (diisopropylamine), Cl (hydrochloric acid), C(C(=O)CC(=O)O)C(=O)O (1,3-acetonedicarboxylic acid), C(C)(=O)[O-].[Na+] (sodium acetate), C(C)(=O)[O-].[Na+] (sodium acetate), C(C(=O)CC(=O)O)C(=O)O (acetonedicarboxylic acid). Reagents/catalysts: Cl (Hydrochloric acid). Solvent: O (water), O (water). Reaction conditions: time 6 day. The product is C(C)(C)N1C2CC(CC1CC2)=O (8-isopropyl-8-azabicyclo[3.2.1]octan-3-one). The yield is 27.6%. As a reaction SMILES: CO[CH:3]1[CH2:7][CH2:6][CH:5](OC)[O:4]1.[CH:10]([NH:13][CH:14]([CH3:16])[CH3:15])([CH3:12])[CH3:11].Cl.C(C(O)=O)C(CC(O)=O)=O.C([O-])(=O)C.[Na+]>Cl.O>[CH:10]([N:13]1[CH:6]2[CH2:5][CH2:16][CH:14]1[CH2:15][C:3](=[O:4])[CH2:7]2)([CH3:12])[CH3:11] |f:4.5|. Procedure: 2M Hydrochloric acid (8 drops) was added to a stirred solution of 2,5-dimethoxytetrahydrofuran (16.5 g) in water (70 ml). After 15 minutes a mixture of diisopropylamine (7.38 g) and 2M hydrochloric acid (40 ml) was added to the reaction followed by acetonedicarboxylic acid (18.25 g) and sodium acetate (10.0 g) in water (100 ml). After 3 days 1,3-acetonedicarboxylic acid (6.0 g) and sodium acetate (3.0 g) were added. After a further 6 days the mixture was basified to pH8 and extracted with ethyl ... Starting materials: COc1ccc(CCl)cc1, CC(=O)O, CN(C)C=O, [H-], [Na+], C1CCOC1, O, Oc1ccc(S)cc1. The product is COc1ccc(CSc2ccc(O)cc2)cc1. Reaction SMILES: [CH3:11][O:12][c:13]1[cH:14][cH:15][c:16]([CH2:17][Cl:18])[cH:19][cH:20]1.[CH3:21][C:22](=[O:23])[OH:24].[CH3:30][N:31]([CH3:32])[CH:33]=[O:34].[H-:9].[Na+:10].[O:25]1[CH2:26][CH2:27][CH2:28][CH2:29]1.[OH2:35].[OH:1][c:2]1[cH:3][cH:4][c:5]([SH:8])[cH:6][cH:7]1>>[OH:1][c:2]1[cH:3][cH:4][c:5]([S:8][CH2:17][c:16]2[cH:15][cH:14][c:13]([O:12][CH3:11])[cH:20][cH:19]2)[cH:6][cH:7]1. The reactants are BrC=1C=CC(=C(C1)C(CS(=O)C)=O)O (5'-bromo-2'-hydroxy-2-(methylsulfinyl)acetophenone), C(#N)C1=CC=C(C=CC=O)C=C1 (p-cyanocinnamaldehyde), N1CCCCC1 (piperidine). Solvent: C1(=CC=CC=C1)C (toluene). The product is BrC=1C=CC2=C(C(C=C(O2)C=CC2=CC=C(C#N)C=C2)=O)C1 (4-[(6-bromo-4-oxo-4H-1-benzopyran-2-yl)ethenyl]benzonitrile). RXN SMILES: [Br:1][C:2]1[CH:3]=[CH:4][C:5]([OH:14])=[C:6]([C:8](=[O:13])[CH2:9]S(C)=O)[CH:7]=1.[C:15]([C:17]1[CH:26]=[CH:25][C:20]([CH:21]=[CH:22][CH:23]=O)=[CH:19][CH:18]=1)#[N:16].N1CCCCC1>C1(C)C=CC=CC=1>[Br:1][C:2]1[CH:3]=[CH:4][C:5]2[O:14][C:23]([CH:22]=[CH:21][C:20]3[CH:19]=[CH:18][C:17]([C:15]#[N:16])=[CH:26][CH:25]=3)=[CH:9][C:8](=[O:13])[C:6]=2[CH:7]=1. Reported procedure: A mixture of 3.9 g of 5'-bromo-2'-hydroxy-2-(methylsulfinyl)acetophenone, 2.2 g of p-cyanocinnamaldehyde, 50 ml of toluene and 0.1 ml of piperidine was refluxed for 4 hrs. The mixture was chilled, and the precipitate was filtered and recystallized from DMF, mp 275°-76° ; yield 1 g (20%); λ max mμ (ε) 223 (22,700), 273 (12,900), 330 (41,000); ν max 840 (m), 980 (m), 1280 (m), 1640 (m), 1660 (ms), 2240 (m) cm-1.